describe an organic reaction: reactants, conditions, products, and yield From a dataset of the Open Reaction Database (ORD), a public repository of structured organic reaction records. The reactants are CC(=C)CCl (β-methallyl chloride), N1=CC=CC=C1 (pyridine). RXN SMILES: [CH3:1][C:2]([CH2:4][Cl:5])=[CH2:3].[N:6]1[CH:11]=[CH:10][CH:9]=[CH:8][CH:7]=1>>[NH+:6]1[CH:11]=[CH:10][CH:9]=[CH:8][CH:7]=1.[CH3:3][C:2]([CH2:4][Cl:5])=[CH2:1] |f:2.3|. Product: [NH+]1=CC=CC=C1.CC(=C)CCl (pyridinium β-methallyl chloride). Procedure: This compound was prepared in a yield of 87% from pyridine and β-methallyl chloride in a manner similar to that described in Example 1. The yield is 87.0%. The reactants are CC=1N=C(SC1)NC=1C=C(C=CC1)O (3-(4-methylthiazol-2-ylamino)phenol), C(=O)([O-])[O-].[K+].[K+] (K2CO3), BrCC=C(C)C (4-bromo-2-methyl-2-butene). The solvent is CC(=O)C (acetone). Product: CC=1N=C(SC1)NC1=CC(=CC=C1)OCC=C(C)C (4-Methyl-N-(3-(3-methylbut-2-enyloxy)phenyl)thiazol-2-amine). Isolated yield 59.0%. Reaction SMILES: [CH3:1][C:2]1[N:3]=[C:4]([NH:7][C:8]2[CH:9]=[C:10]([OH:14])[CH:11]=[CH:12][CH:13]=2)[S:5][CH:6]=1.C([O-])([O-])=O.[K+].[K+].Br[CH2:22][CH:23]=[C:24]([CH3:26])[CH3:25]>CC(C)=O>[CH3:1][C:2]1[N:3]=[C:4]([NH:7][C:8]2[CH:13]=[CH:12][CH:11]=[C:10]([O:14][CH2:22][CH:23]=[C:24]([CH3:26])[CH3:25])[CH:9]=2)[S:5][CH:6]=1 |f:1.2.3|. Procedure details: Following the procedure general for O-alkylation, Method A, a mixture of 3-(4-methylthiazol-2-ylamino)phenol (74 mg, 0.36 mmol) and K2CO3 (55 mg, 0.39 mmol) in acetone (3.6 mL) was treated with 4-bromo-2-methyl-2-butene (0.05 mL, 0.43 mmol). The reaction mixture was heated at reflux for 4 h. The title compound was obtained after purification by flash chromatography on silica gel (hexane:EtOAc 7/3) in 59% yield (58 mg). The reactants are C(C)(C)OC1=CC=CC(=N1)C1=CN(C2=CC=C(C=C12)C1=NSC(=N1)NC(OC(C)(C)C)=O)S(=O)(=O)C1=CC=C(C)C=C1 (tert-butyl (3-(3-(6-isopropoxypyridin-2-yl)-1-tosyl-1H-indol-5-yl)-1,2,4-thiadiazol-5-yl)carbamate), C(=O)(C(F)(F)F)O (TFA). Solvent: C(Cl)Cl (DCM). Run at time 2 hour. Product: C(C)(C)OC1=CC=CC(=N1)C1=CN(C2=CC=C(C=C12)C1=NSC(=N1)N)S(=O)(=O)C1=CC=C(C)C=C1 (3-(3-(6-isopropoxypyridin-2-yl)-1-tosyl-1H-indol-5-yl)-1,2,4-thiadiazol-5-amine). Isolated yield 85.7%. As a reaction SMILES: [CH:1]([O:4][C:5]1[N:10]=[C:9]([C:11]2[C:19]3[C:14](=[CH:15][CH:16]=[C:17]([C:20]4[N:24]=[C:23]([NH:25]C(=O)OC(C)(C)C)[S:22][N:21]=4)[CH:18]=3)[N:13]([S:33]([C:36]3[CH:42]=[CH:41][C:39]([CH3:40])=[CH:38][CH:37]=3)(=[O:35])=[O:34])[CH:12]=2)[CH:8]=[CH:7][CH:6]=1)([CH3:3])[CH3:2].C(O)(C(F)(F)F)=O>C(Cl)Cl>[CH:1]([O:4][C:5]1[N:10]=[C:9]([C:11]2[C:19]3[C:14](=[CH:15][CH:16]=[C:17]([C:20]4[N:24]=[C:23]([NH2:25])[S:22][N:21]=4)[CH:18]=3)[N:13]([S:33]([C:36]3[CH:37]=[CH:38][C:39]([CH3:40])=[CH:41][CH:42]=3)(=[O:35])=[O:34])[CH:12]=2)[CH:8]=[CH:7][CH:6]=1)([CH3:3])[CH3:2]. Procedure details: To a mixture of tert-butyl (3-(3-(6-isopropoxypyridin-2-yl)-1-tosyl-1H-indol-5-yl)-1,2,4-thiadiazol-5-yl)carbamate (0.35 g, 0.577 mmol) in DCM (10 mL) was added TFA (4 mL) at 0° C. The reaction was stirred for 2 h at RT. The solvent was then removed in vacuo and the residue was triturated with Et2O to give 3-(3-(6-isopropoxypyridin-2-yl)-1-tosyl-1H-indol-5-yl)-1,2,4-thiadiazol-5-amine (0.25 g, 85.6%). MS (ESI, pos. ion) m/z: 506.1 (M+1). The reactants are C(C)[C@@H]1C(NC2=CC=C(C=C2N1C(C1=CC=C(C=C1)OC)=O)F)=O ((3R)-3-Ethyl-6-fluoro-4-(4-methoxybenzoyl)-3,4-dihydroquinoxalin-2(1H)-one), C(C)[C@@H]1C(N(C2=CC(=CC=C2N1C(C1=CC(=CC=C1)OC)=O)F)C)=O ((3R)-3-ethyl-7-fluoro-4-(3-methoxybenzoyl)-1-methyl-3,4-dihydroquinoxalin-2(1H)-one). The product is C(C)[C@@H]1C(N(C2=CC=C(C=C2N1C(C1=CC=C(C=C1)OC)=O)F)C)=O ((3R)-3-ethyl-6-fluoro-4-(4-methoxybenzoyl)-1-methyl-3,4-dihydroquinoxalin-2(1H)-one). Isolated yield 76.0%. Reaction SMILES: [CH2:1]([C@H:3]1[N:12]([C:13](=[O:22])[C:14]2[CH:19]=[CH:18][C:17]([O:20][CH3:21])=[CH:16][CH:15]=2)[C:11]2[C:6](=[CH:7][CH:8]=[C:9]([F:23])[CH:10]=2)[NH:5][C:4]1=[O:24])[CH3:2].[CH2:25]([C@H]1N(C(=O)C2C=CC=C(OC)C=2)C2C(=CC(F)=CC=2)N(C)C1=O)C>>[CH2:1]([C@H:3]1[N:12]([C:13](=[O:22])[C:14]2[CH:19]=[CH:18][C:17]([O:20][CH3:21])=[CH:16][CH:15]=2)[C:11]2[C:6](=[CH:7][CH:8]=[C:9]([F:23])[CH:10]=2)[N:5]([CH3:25])[C:4]1=[O:24])[CH3:2]. Procedure details: (3R)-3-Ethyl-6-fluoro-4-(4-methoxybenzoyl)-3,4-dihydroquinoxalin-2(1H)-one (see Example 8) was treated according to the procedure for the preparation of (3R)-3-ethyl-7-fluoro-4-(3-methoxybenzoyl)-1-methyl-3,4-dihydroquinoxalin-2(1H)-one (see Example 4) to yield (3R)-3-ethyl-6-fluoro-4-(4-methoxybenzoyl)-1-methyl-3,4-dihydroquinoxalin-2(1H)-one (76%). MS (ESI) m/z 343 ([M+H]+); HRMS: calcd for C19H19FN2O3, 342.13804; found (ESI+), 343.14480. The reactants are CNC, CS(C)=O, CCOC(C)=O, N#Cc1ccc(F)c(C(F)(F)F)c1. Yields the product CN(C)c1ccc(C#N)cc1C(F)(F)F. As a reaction SMILES: [CH3:14][NH:15][CH3:16].[CH3:17][S:18]([CH3:19])=[O:20].[CH3:21][CH2:22][O:23][C:24]([CH3:25])=[O:26].[F:1][c:2]1[c:3]([C:10]([F:11])([F:12])[F:13])[cH:4][c:5]([C:6]#[N:7])[cH:8][cH:9]1>>[c:2]1([N:15]([CH3:14])[CH3:16])[c:3]([C:10]([F:11])([F:12])[F:13])[cH:4][c:5]([C:6]#[N:7])[cH:8][cH:9]1.